This data is from the Open Reaction Database (ORD), a public repository of structured organic reaction records. The task is: describe an organic reaction: reactants, conditions, products, and yield Starting materials: BrC1=CC(=C(C=C1)NC(=O)C=1NC=C(N1)C#N)C1=CCC(CC1)(C)C (4-cyano-1H-imidazole-2-carboxylic acid [4-bromo-2-(4,4-dimethyl-cyclohex-1-enyl)-phenyl]-amide), O1CCC(CC1)=O (tetrahydro-pyran-4-one), C(C)(C)[Mg]Cl (i-PrMgCl), [Li]C(C)(C)C (t-BuLi). Solvent: C1CCOC1 (THF). Run at temperature 0 celsius, time 10 minute. The product is CC1(CC=C(CC1)C1=C(C=CC(=C1)C1(CCOCC1)O)NC(=O)C=1NC(=CN1)C#N)C (5-Cyano-1H-imidazole-2-carboxylic acid [2-(4,4-dimethyl-cyclohex-1-enyl)-4-(4-hydroxy-tetrahydro-pyran-4-yl)-phenyl]-amide). Yield: 79.3%. RXN SMILES: Br[C:2]1[CH:7]=[CH:6][C:5]([NH:8][C:9]([C:11]2[NH:12][CH:13]=[C:14]([C:16]#[N:17])[N:15]=2)=[O:10])=[C:4]([C:18]2[CH2:23][CH2:22][C:21]([CH3:25])([CH3:24])[CH2:20][CH:19]=2)[CH:3]=1.C([Mg]Cl)(C)C.[Li]C(C)(C)C.[O:36]1[CH2:41][CH2:40][C:39](=[O:42])[CH2:38][CH2:37]1>C1COCC1>[CH3:24][C:21]1([CH3:25])[CH2:22][CH2:23][C:18]([C:4]2[CH:3]=[C:2]([C:39]3([OH:42])[CH2:40][CH2:41][O:36][CH2:37][CH2:38]3)[CH:7]=[CH:6][C:5]=2[NH:8][C:9]([C:11]2[NH:15][C:14]([C:16]#[N:17])=[CH:13][N:12]=2)=[O:10])=[CH:19][CH2:20]1. Reported procedure: To a suspension of 4-cyano-1H-imidazole-2-carboxylic acid [4-bromo-2-(4,4-dimethyl-cyclohex-1-enyl)-phenyl]-amide (0.550 g, 1.38 mmol) (prepared in the previous step) in 20 mL THF at −40° C. was added i-PrMgCl (1.40 mL, 2.80 mmol, 2 M in THF) and the solution was then warmed to 0° C. and stirred for 10 min. The solution was then cooled to −78° C. and t-BuLi (2.15 mL, 3.65 mmol, 1.7 M in pentane) was added dropwise over 5 min and then tetrahydro-pyran-4-one (0.650 mL, 7.05 mmol) was added immedia...